Dataset: the Open Reaction Database (ORD), a public repository of structured organic reaction records. Task: describe an organic reaction: reactants, conditions, products, and yield Run in C(C)O (ethanol). Reported procedure: 6.0 g (22.5 mmol) of 5-amino-1-(4-isopropylphenyl)-4-nitroso-1H-pyrazole hydrochloride from Step 2.2 in 150 mL of ethanol was hydrogenated for 6 hours on 0.6 g of Pd/C (10%) at 8 bar of hydrogen pressure. The catalyst was filtered off, and the filtrate was concentrated to a total volume of about 20 mL. After the addition of 40 mL of a 3-molar ethanolic hydrochloric acid solution and agitation in an ice bath, the product crystallized out. Suction filtration and washing with 50 mL of ethyl acetate... Starting materials: Cl.NC1=C(C=NN1C1=CC=C(C=C1)C(C)C)N=O (5-amino-1-(4-isopropylphenyl)4-nitroso-1H-pyrazole hydrochloride), [H][H] (hydrogen). The reagents and catalysts are [Pd] (Pd/C). Product: Cl.Cl.NC=1C=NN(C1N)C1=CC=C(C=C1)C(C)C (4,5-diamino-1-(4-isopropylphenyl)-1H-pyrazole dihydrochloride). Reaction SMILES: [ClH:1].[NH2:2][C:3]1[N:7]([C:8]2[CH:13]=[CH:12][C:11]([CH:14]([CH3:16])[CH3:15])=[CH:10][CH:9]=2)[N:6]=[CH:5][C:4]=1[N:17]=O.[H][H]>C(O)C.[Pd]>[ClH:1].[ClH:1].[NH2:17][C:4]1[CH:5]=[N:6][N:7]([C:8]2[CH:13]=[CH:12][C:11]([CH:14]([CH3:16])[CH3:15])=[CH:10][CH:9]=2)[C:3]=1[NH2:2] |f:0.1,5.6.7|. The reactants are CC(=O)N1CCC(C(=O)O)CC1, ClCCCl, ClCCl, On1nnc2ccccc21, c1cc2c([nH]1)CCCCN2. The product is CC(=O)N1CCC(C(=O)N2CCCCc3[nH]ccc32)CC1. As a reaction SMILES: [C:1]([CH3:2])(=[O:3])[N:4]1[CH2:5][CH2:6][CH:7]([C:10](=[O:11])[OH:12])[CH2:8][CH2:9]1.[CH2:13]([Cl:14])[CH2:15][Cl:16].[Cl:37][CH2:38][Cl:39].[OH:17][n:18]1[c:19]2[c:20]([cH:21][cH:22][cH:23][cH:24]2)[n:25][n:26]1.[nH:27]1[cH:28][cH:29][c:30]2[c:36]1[CH2:35][CH2:34][CH2:33][CH2:32][NH:31]2>>[C:1]([CH3:2])(=[O:3])[N:4]1[CH2:5][CH2:6][CH:7]([C:10](=[O:12])[N:31]2[c:30]3[cH:29][cH:28][nH:27][c:36]3[CH2:35][CH2:34][CH2:33][CH2:32]2)[CH2:8][CH2:9]1. The reactants are C(C1=CC=CC=C1)OC=1C=CC2=C3C(CCCC3=CN=C2C1)O[Si](C)(C)C(C)(C)C (3-Benzyloxy-10-[(tert-butyldimethylsilyl)oxy]-7,8,9,10-tetrahydro-phenanthridine). Reagents/catalysts: [Pd] (Pd/C). Solvent: CCO (EtOH). Product: [Si](C)(C)(C(C)(C)C)OC1CCCC2=CN=C3C=C(C=CC3=C12)O (10-[(tert-Butyldimethylsilyl)oxy]-3-hydroxy-7,8,9,10-tetrahydrophenanthridine). Yield: 89.1%. As a reaction SMILES: C([O:8][C:9]1[CH:10]=[CH:11][C:12]2[C:21]([CH:22]=1)=[N:20][CH:19]=[C:18]1[C:13]=2[CH:14]([O:23][Si:24]([C:27]([CH3:30])([CH3:29])[CH3:28])([CH3:26])[CH3:25])[CH2:15][CH2:16][CH2:17]1)C1C=CC=CC=1>CCO.[Pd]>[Si:24]([O:23][CH:14]1[C:13]2[C:18](=[CH:19][N:20]=[C:21]3[C:12]=2[CH:11]=[CH:10][C:9]([OH:8])=[CH:22]3)[CH2:17][CH2:16][CH2:15]1)([C:27]([CH3:30])([CH3:29])[CH3:28])([CH3:26])[CH3:25]. Procedure: A solution of Compound 225 (2.00 g, 4.77 mmol) in EtOH (80 mL) was hydrogenated over 10 percent Pd/C (1.00 g) under hydrogen atomsphere (ambient pressure) for four hours. The catalyst was removed by filtration through Celite with slution by 50 percent Et3N in THF (1.5 L). The combined filtrate was evaported in vacuo to provide Compound 141a (1.40 g, 89 percent): white crystalline solid; mp 248°-250° C. (dec., from MeOH-Et3N); Rf =0.48 (silica, 3.2 percent methanol in dicloromethane); IR (KBr) νm... The reactants are [N+](=O)([O-])C1=C(CC2=NC3=C(N(C2=O)C2=CC=CC=C2)N=CC=C3)C=CC=C1 (2-(2-nitrobenzyl)-3-oxo-4-phenyl-3,4-dihydropyrido[2,3-b]pyrazine), C(C)(=O)O (acetic acid). Reagents/catalysts: [Fe] (iron). Run in C(C)O (ethanol). Yields the product NC1=C(CC2=NC3=C(N(C2=O)C2=CC=CC=C2)N=CC=C3)C=CC=C1 (2-(2-aminobenzyl)-3-oxo-4-phenyl-3,4-dihydropyrido[2,3-b]pyrazine). Isolated yield 9.4%. Reaction SMILES: [N+:1]([C:4]1[CH:27]=[CH:26][CH:25]=[CH:24][C:5]=1[CH2:6][C:7]1[C:12](=[O:13])[N:11]([C:14]2[CH:19]=[CH:18][CH:17]=[CH:16][CH:15]=2)[C:10]2[N:20]=[CH:21][CH:22]=[CH:23][C:9]=2[N:8]=1)([O-])=O.C(O)(=O)C>C(O)C.[Fe]>[NH2:1][C:4]1[CH:27]=[CH:26][CH:25]=[CH:24][C:5]=1[CH2:6][C:7]1[C:12](=[O:13])[N:11]([C:14]2[CH:15]=[CH:16][CH:17]=[CH:18][CH:19]=2)[C:10]2[N:20]=[CH:21][CH:22]=[CH:23][C:9]=2[N:8]=1. Reported procedure: The mixture of 2-(2-nitrobenzyl)-3-oxo-4-phenyl-3,4-dihydropyrido[2,3-b]pyrazine (1.39 g), iron (2.17 g) and acetic acid (1.16 g) in ethanol (15 ml) was refluxed for 3 hours. The reaction mixture was cooled and filtered. To the filtrate was added saturated sodium hydrogencarbonate solution, and extracted with ethyl acetate. The organic layer was dried and evaporated. The crude product was purified by silica column chromatography to obtain 2-(2-aminobenzyl)-3-oxo-4-phenyl-3,4-dihydropyrido[2,3-b]... Product: BrCC1=CC=C(C=C1)N1C(CC(C1)COC1=CC=C(C(=O)OC)C=C1)=O (Methyl 4-[1-(4-bromomethylphenyl)-2-pyrrolidon-4-yl]methoxybenzoate). Isolated yield 56.8%. As a reaction SMILES: [C:1]1([CH3:25])[CH:6]=[CH:5][C:4]([N:7]2[CH2:11][CH:10]([CH2:12][O:13][C:14]3[CH:23]=[CH:22][C:17]([C:18]([O:20][CH3:21])=[O:19])=[CH:16][CH:15]=3)[CH2:9][C:8]2=[O:24])=[CH:3][CH:2]=1.[Br:26]N1C(=O)CCC1=O.C(OOC(=O)C1C=CC=CC=1)(=O)C1C=CC=CC=1>C(Cl)(Cl)(Cl)Cl>[Br:26][CH2:25][C:1]1[CH:2]=[CH:3][C:4]([N:7]2[CH2:11][CH:10]([CH2:12][O:13][C:14]3[CH:15]=[CH:16][C:17]([C:18]([O:20][CH3:21])=[O:19])=[CH:22][CH:23]=3)[CH2:9][C:8]2=[O:24])=[CH:5][CH:6]=1. Procedure details: Methyl 4-[1-(4-tolyl)-2-pyrrolidon-4-yl]methoxybenzoate (3.00 g) and N-bromosuccinimide (1.81 g) are suspended in carbon tetrachloride (50 ml), and thereto is added benzoyl peroxide (0.21 g) and the mixture is stirred under refluxing for 5 hours. The reaction mixture is filtered and the filtrate is concentrated under reduced pressure. The residue is dissolved in ethyl acetate (60 ml), washed successively with aqueous sodium hydrogen carbonate solution and water, dried over anhydrous magnesium su... Starting materials: C1(=CC=C(C=C1)N1C(CC(C1)COC1=CC=C(C(=O)OC)C=C1)=O)C (Methyl 4-[1-(4-tolyl)-2-pyrrolidon-4-yl]methoxybenzoate), BrN1C(CCC1=O)=O (N-bromosuccinimide), C(C1=CC=CC=C1)(=O)OOC(C1=CC=CC=C1)=O (benzoyl peroxide). Run in C(Cl)(Cl)(Cl)Cl (carbon tetrachloride). The solvent is C(C)O (ethanol). Product: CC(CCCC(=O)OCC)C1=CC=CC=C1 (ethyl 5-methyl-5-phenylpentanoate). RXN SMILES: [CH3:1][C:2]([C:11]1[CH:16]=[CH:15][CH:14]=[CH:13][CH:12]=1)=[CH:3][CH2:4][CH2:5][C:6]([O:8][CH2:9][CH3:10])=[O:7].C([O-])=O.[NH4+]>[C].[Pd].C(O)C>[CH3:1][CH:2]([C:11]1[CH:16]=[CH:15][CH:14]=[CH:13][CH:12]=1)[CH2:3][CH2:4][CH2:5][C:6]([O:8][CH2:9][CH3:10])=[O:7] |f:1.2,3.4|. The reagents and catalysts are [C].[Pd] (palladium-carbon). The yield is 95.0%. Procedure details: A mixture of ethyl 5-methyl-5-phenyl-4-pentenoate (17.0 g, 77.9 mmol), ammonium formate (49.1 g, 779 mmol), 10% palladium-carbon (1.7 g) and ethanol (350 ml) was stirred at 70-75° C. for 1 hour. The catalyst was filtered off and the filtrate obtained was concentrated under reduced pressure. The residue was dissolved in ethyl acetate and washed with a 5% aqueous sodium chloride solution. The organic layer was dried over anhydrous magnesium sulfate and then concentrated under reduced pressure, and... Reaction conditions: temperature 72.5 celsius, time 1 hour. Reactants: CC(=CCCC(=O)OCC)C1=CC=CC=C1 (ethyl 5-methyl-5-phenyl-4-pentenoate), C(=O)[O-].[NH4+] (ammonium formate). Starting materials: CC(=O)[O-], ClCCl, [Na+], O=[Cr](=O)([O-])Cl, CCC(O)c1cc(-c2ccc(OC)cc2)no1, c1cc[nH+]cc1. Product: CCC(=O)c1cc(-c2ccc(OC)cc2)no1. Reaction SMILES: [CH3:19][C:20](=[O:21])[O-:22].[Cl:34][CH2:35][Cl:36].[Na+:18].[O:23]=[Cr:24]([Cl:25])([O-:26])=[O:27].[OH:1][CH:2]([CH2:3][CH3:4])[c:5]1[cH:6][c:7](-[c:10]2[cH:11][cH:12][c:13]([O:16][CH3:17])[cH:14][cH:15]2)[n:8][o:9]1.[nH+:28]1[cH:29][cH:30][cH:31][cH:32][cH:33]1>>[O:1]=[C:2]([CH2:3][CH3:4])[c:5]1[cH:6][c:7](-[c:10]2[cH:11][cH:12][c:13]([O:16][CH3:17])[cH:14][cH:15]2)[n:8][o:9]1.